From a dataset of the Open Reaction Database (ORD), a public repository of structured organic reaction records. describe an organic reaction: reactants, conditions, products, and yield Starting materials: CCN(CC)C(=O)Cl, C1CCOC1, [H-], [Na+], O, c1ccc2[nH]ccc2c1. The product is CCN(CC)C(=O)n1ccc2ccccc21. Reaction SMILES: [CH2:12]([CH3:13])[N:14]([C:15](=[O:16])[Cl:17])[CH2:18][CH3:19].[CH2:21]1[O:22][CH2:23][CH2:24][CH2:25]1.[H-:2].[Na+:1].[OH2:20].[nH:3]1[cH:4][cH:5][c:6]2[cH:7][cH:8][cH:9][cH:10][c:11]12>>[n:3]1([C:15]([N:14]([CH2:12][CH3:13])[CH2:18][CH3:19])=[O:16])[cH:4][cH:5][c:6]2[cH:7][cH:8][cH:9][cH:10][c:11]12. Starting materials: O=C(O)C=CCC(=O)O, O=S(=O)(O)O, Sc1nc2ccccc2s1. The product is O=C(O)CC(CC(=O)O)Sc1nc2ccccc2s1. RXN SMILES: [C:11]([CH:12]=[CH:13][CH2:14][C:15](=[O:16])[OH:17])(=[O:18])[OH:19].[S:20](=[O:21])(=[O:22])([OH:23])[OH:24].[SH:1][c:2]1[s:3][c:4]2[c:5]([n:6]1)[cH:7][cH:8][cH:9][cH:10]2>>[S:1]([c:2]1[s:3][c:4]2[c:5]([n:6]1)[cH:7][cH:8][cH:9][cH:10]2)[CH:13]([CH2:12][C:11](=[O:18])[OH:19])[CH2:14][C:15](=[O:16])[OH:17].